Dataset: the Open Reaction Database (ORD), a public repository of structured organic reaction records. Task: describe an organic reaction: reactants, conditions, products, and yield Reactants: BrCCCCCCBr, CC1(CO)COC1, [Na+], [OH-], O. The product is CC1(COCCCCCCBr)COC1. As a reaction SMILES: [Br:1][CH2:2][CH2:3][CH2:4][CH2:5][CH2:6][CH2:7][Br:8].[CH3:9][C:10]1([CH2:14][OH:15])[CH2:11][O:12][CH2:13]1.[Na+:17].[OH-:16].[OH2:18]>>[CH2:2]([CH2:3][CH2:4][CH2:5][CH2:6][CH2:7][Br:8])[O:15][CH2:14][C:10]1([CH3:9])[CH2:11][O:12][CH2:13]1. The reactants are CC[SiH](CC)CC, ClCCl, OC1c2ccccc2CN1CCN1CCC(c2noc3cc(F)ccc23)CC1, [Na+], O=C([O-])O, O=C(O)C(F)(F)F. The product is O=C1c2ccccc2CN1CCN1CCC(c2noc3cc(F)ccc23)CC1. RXN SMILES: [CH2:36]([SiH:37]([CH2:38][CH3:39])[CH2:40][CH3:41])[CH3:42].[Cl:48][CH2:49][Cl:50].[F:1][c:2]1[cH:3][c:4]2[c:5]([c:6]([CH:9]3[CH2:10][CH2:11][N:12]([CH2:15][CH2:16][N:17]4[CH2:18][c:19]5[cH:20][cH:21][cH:22][cH:23][c:24]5[CH:25]4[OH:26])[CH2:13][CH2:14]3)[n:7][o:8]2)[cH:27][cH:28]1.[Na+:47].[O-:43][C:44]([OH:45])=[O:46].[OH:29][C:30]([C:31]([F:32])([F:33])[F:34])=[O:35]>>[F:1][c:2]1[cH:3][c:4]2[c:5]([c:6]([CH:9]3[CH2:10][CH2:11][N:12]([CH2:15][CH2:16][N:17]4[CH2:18][c:19]5[cH:20][cH:21][cH:22][cH:23][c:24]5[C:25]4=[O:26])[CH2:13][CH2:14]3)[n:7][o:8]2)[cH:27][cH:28]1. The reactants are BrC1=CC=C(C=C1)C1=C(C(=NO1)C)NC(CC1=CC=C(C=C1)OC)C ([5-(4-bromo-phenyl)-3-methyl-isoxazol-4-yl]-[2-(4-methoxy-phenyl)-1-methyl-ethyl]-amine), C(C)OC(=O)C1(CC1)C1=CC=C(C=C1)B1OC(C(O1)(C)C)(C)C (1-[4-(4,4,5,5-tetramethyl-[1,3,2]dioxaborolan-2-yl)-phenyl]-cyclopropanecarboxylic acid ethyl ester). Reaction SMILES: Br[C:2]1[CH:7]=[CH:6][C:5]([C:8]2[O:12][N:11]=[C:10]([CH3:13])[C:9]=2[NH:14][CH:15]([CH3:25])[CH2:16][C:17]2[CH:22]=[CH:21][C:20]([O:23][CH3:24])=[CH:19][CH:18]=2)=[CH:4][CH:3]=1.[CH2:26]([O:28][C:29]([C:31]1([C:34]2[CH:39]=[CH:38][C:37](B3OC(C)(C)C(C)(C)O3)=[CH:36][CH:35]=2)[CH2:33][CH2:32]1)=[O:30])[CH3:27]>>[CH2:26]([O:28][C:29]([C:31]1([C:34]2[CH:39]=[CH:38][C:37]([C:2]3[CH:7]=[CH:6][C:5]([C:8]4[O:12][N:11]=[C:10]([CH3:13])[C:9]=4[NH:14][CH:15]([CH3:25])[CH2:16][C:17]4[CH:22]=[CH:21][C:20]([O:23][CH3:24])=[CH:19][CH:18]=4)=[CH:4][CH:3]=3)=[CH:36][CH:35]=2)[CH2:32][CH2:33]1)=[O:30])[CH3:27]. Procedure details: Prepared according to the procedure described in Example 1, Step 7, using [5-(4-bromo-phenyl)-3-methyl-isoxazol-4-yl]-[2-(4-methoxy-phenyl)-1-methyl-ethyl]-amine and 1-[4-(4,4,5,5-tetramethyl-[1,3,2]dioxaborolan-2-yl)-phenyl]-cyclopropanecarboxylic acid ethyl ester. Product: C(C)OC(=O)C1(CC1)C1=CC=C(C=C1)C1=CC=C(C=C1)C1=C(C(=NO1)C)NC(CC1=CC=C(C=C1)OC)C (1-(4′-{4-[2-(4-Methoxy-phenyl)-1-methyl-ethylamino]-3-methyl-isoxazol-5-yl}-biphenyl-4-yl)-cyclopropanecarboxylic acid ethyl ester). Reactants: CC(CN([C@@H]1CN(C[C@@H](C1)C(=O)N1CCOCC1)C(=O)OC(C)(C)C)C(=O)C=1N(C2=CC=CC=C2C1)CCC1=CC=CC=C1)C (tert-Butyl (3S,5R)-3-[(2-methylpropyl){[1-(2-phenylethyl)-1H-indol-2-yl]carbonyl}amino]-5-(morpholin-4-ylcarbonyl)piperidine-1-carboxylate), C(C)(=O)OCC.Cl (hydrogen chloride-ethyl acetate). Reaction conditions: time 15 hour. The product is Cl.CC(CN(C(=O)C=1N(C2=CC=CC=C2C1)CCC1=CC=CC=C1)[C@@H]1CNC[C@@H](C1)C(=O)N1CCOCC1)C (N-(2-methylpropyl)-N-[(3S,5R)-5-(morpholin-4-ylcarbonyl)piperidin-3-yl]-1-(2-phenylethyl)-1H-indole-2-carboxamide hydrochloride). RXN SMILES: [CH3:1][CH:2]([CH3:45])[CH2:3][N:4]([C:26]([C:28]1[N:29]([CH2:37][CH2:38][C:39]2[CH:44]=[CH:43][CH:42]=[CH:41][CH:40]=2)[C:30]2[C:35]([CH:36]=1)=[CH:34][CH:33]=[CH:32][CH:31]=2)=[O:27])[C@H:5]1[CH2:10][C@@H:9]([C:11]([N:13]2[CH2:18][CH2:17][O:16][CH2:15][CH2:14]2)=[O:12])[CH2:8][N:7](C(OC(C)(C)C)=O)[CH2:6]1.C(OCC)(=O)C.[ClH:52]>>[ClH:52].[CH3:1][CH:2]([CH3:45])[CH2:3][N:4]([C@H:5]1[CH2:10][C@@H:9]([C:11]([N:13]2[CH2:14][CH2:15][O:16][CH2:17][CH2:18]2)=[O:12])[CH2:8][NH:7][CH2:6]1)[C:26]([C:28]1[N:29]([CH2:37][CH2:38][C:39]2[CH:44]=[CH:43][CH:42]=[CH:41][CH:40]=2)[C:30]2[C:35]([CH:36]=1)=[CH:34][CH:33]=[CH:32][CH:31]=2)=[O:27] |f:1.2,3.4|. Procedure details: tert-Butyl (3S,5R)-3-[(2-methylpropyl){[1-(2-phenylethyl)-1H-indol-2-yl]carbonyl}amino]-5-(morpholin-4-ylcarbonyl)piperidine-1-carboxylate (83 mg) was dissolved in 4M hydrogen chloride-ethyl acetate (2 ml), and the mixture was stirred at room temperature for 15 hr. The reaction mixture was concentrated to give the object product (75 mg). Starting materials: NC=1N(N=CC1C1=CC=C(C=C1)CC1=CC2=C(C=C1)OCO2)C(N)=O (3-amino-2-carbamoyl-4-[4-(3,4-methylenedioxyphenylmethyl)phenyl]pyrazole), [OH-].[Na+] (sodium hydroxide). Solvent: CO (methanol). The product is NC1=NNC=C1C1=CC=C(C=C1)CC1=CC2=C(C=C1)OCO2 (3-amino-4-[4-(3,4-methylenedioxyphenylmethyl)phenyl]pyrazole). The yield is 74.5%. RXN SMILES: [NH2:1][C:2]1[N:3](C(=O)N)[N:4]=[CH:5][C:6]=1[C:7]1[CH:12]=[CH:11][C:10]([CH2:13][C:14]2[CH:19]=[CH:18][C:17]3[O:20][CH2:21][O:22][C:16]=3[CH:15]=2)=[CH:9][CH:8]=1.[OH-].[Na+]>CO>[NH2:1][C:2]1[C:6]([C:7]2[CH:12]=[CH:11][C:10]([CH2:13][C:14]3[CH:19]=[CH:18][C:17]4[O:20][CH2:21][O:22][C:16]=4[CH:15]=3)=[CH:9][CH:8]=2)=[CH:5][NH:4][N:3]=1 |f:1.2|. Procedure: To a suspension of 3-amino-2-carbamoyl-4-[4-(3,4-methylenedioxyphenylmethyl)phenyl]pyrazole (2.0 g) in methanol (20 ml) was added 5N sodium hydroxide solution (2.0 ml), and the mixture was refluxed for 1 hour. The solvent was distilled away under reduced pressure, and thereto was added water (50 ml) under ice-cooling. The mixture was neutralized (pH 7 to 8) with 10% hydrochloric acid, and the precipitate was separated by filtraltion, washed with chloroformdiethyl ether to give the title compound... The reactants are CCOC(=O)C (EtOAc), ClC=1C(=CC(=NC1)CCCOC)C(OC)OC (5-Chloro-4-dimethoxymethyl-2-(3-methoxy-propyl)-pyridine), [OH-].[Na+] (NaOH). The solvent is Cl (HCl). Conditions: temperature 80 celsius. Yields the product ClC=1C(=CC(=NC1)CCCOC)C=O (5-Chloro-2-(3-methoxy-propyl)-pyridine-4-carbaldehyde). The yield is 99.9%. As a reaction SMILES: [Cl:1][C:2]1[C:3]([CH:13](OC)[O:14]C)=[CH:4][C:5]([CH2:8][CH2:9][CH2:10][O:11][CH3:12])=[N:6][CH:7]=1.CCOC(C)=O.[OH-].[Na+]>Cl>[Cl:1][C:2]1[C:3]([CH:13]=[O:14])=[CH:4][C:5]([CH2:8][CH2:9][CH2:10][O:11][CH3:12])=[N:6][CH:7]=1 |f:2.3|. Procedure: 5-Chloro-4-dimethoxymethyl-2-(3-methoxy-propyl)-pyridine (25.5 g, 98.2 mmol) was dissolved in aq. 1M HCl (500 mL), and the mixture was heated to 80° C. for 2 h. The mixture was allowed to cool to rt, and EtOAc was added. The mixture was cooled to 0° C., and was basified with an aq. 2.5M NaOH until a pH=10 was reached. The layers were separated, and the org. layer was dried over MgSO4, filtered, and concentrated under reduced pressure. Drying the residue under high vacuum yielded the crude title ... The reactants are OC=1C=C(CO)C=CC1 (3-Hydroxybenzyl alcohol), [O-]CC.[Na+] (sodium ethoxide), ClC1=CC(=NC=C1)C(=O)N (4-chloropyridine-2-carboxamide), OC=1C=C(C=O)C=CC1 (3-hydroxybenzaldehyde), [O-]CC.[Na+] (sodium ethoxide). Solvent: CN(C)C=O (DMF), CN(C)C=O (DMF). Run at time 15 minute. Product: OCC=1C=C(OC2=CC(=NC=C2)C(=O)N)C=CC1 (4-[3-(Hydroxymethyl)phenoxy]-2-pyridinecarboxamide). RXN SMILES: [OH:1][C:2]1[CH:3]=[C:4]([CH:7]=[CH:8][CH:9]=1)[CH2:5][OH:6].[O-]CC.[Na+].Cl[C:15]1[CH:20]=[CH:19][N:18]=[C:17]([C:21]([NH2:23])=[O:22])[CH:16]=1.OC1C=C(C=CC=1)C=O>CN(C=O)C>[OH:6][CH2:5][C:4]1[CH:3]=[C:2]([CH:9]=[CH:8][CH:7]=1)[O:1][C:15]1[CH:20]=[CH:19][N:18]=[C:17]([C:21]([NH2:23])=[O:22])[CH:16]=1 |f:1.2|. Procedure details: 3-Hydroxybenzyl alcohol (7.93 g, 63.8 mmol) is dissolved in 500 ml of DMF, sodium ethoxide (5.22 g, 76.6 mmol) is added, the mixture is stirred with exclusion of moisture for 15 min and 4-chloropyridine-2-carboxamide (D. Varlet et al. Heterocycles 2000, 53, 797-804) is then added. The mixture is stirred at 138° C. for 70 hours and again a solution of 4 g of 3-hydroxybenzaldehyde and 2.6 g of sodium ethoxide in 100 ml of DMF, which solution is stirred for 15 min, is added. The mixture is stirred ... The reactants are BrC1=CC=C(O1)N1C(O[C@@]2(C1)CN1CCC2CC1)=O ((R)-3′-(5-bromofuran-2-yl)spiro[1-azabicyclo[2.2.2]octan-3,5′-oxazolidin]-2′-one), C(CCC)[Sn](C=1SC=CN1)(CCCC)CCCC (2-(tri-n-butylstannyl)thiazole). Yields the product S1C(=NC=C1)C1=CC=C(O1)N1C(O[C@@]2(C1)CN1CCC2CC1)=O ((R)-3′-[5-(Thiazol-2-yl)furan-2-yl]spiro[1-azabicyclo[2.2.2]octan-3,5′-oxazolidin]-2′-one). As a reaction SMILES: Br[C:2]1[O:6][C:5]([N:7]2[CH2:11][C@:10]3([CH:16]4[CH2:17][CH2:18][N:13]([CH2:14][CH2:15]4)[CH2:12]3)[O:9][C:8]2=[O:19])=[CH:4][CH:3]=1.C([Sn](CCCC)(CCCC)[C:25]1[S:26][CH:27]=[CH:28][N:29]=1)CCC>>[S:26]1[CH:27]=[CH:28][N:29]=[C:25]1[C:2]1[O:6][C:5]([N:7]2[CH2:11][C@:10]3([CH:16]4[CH2:17][CH2:18][N:13]([CH2:14][CH2:15]4)[CH2:12]3)[O:9][C:8]2=[O:19])=[CH:4][CH:3]=1. Reported procedure: The title compound was prepared by a method analogous to that described in Example 14 from (R)-3′-(5-bromofuran-2-yl)spiro[1-azabicyclo[2.2.2]octan-3,5′-oxazolidin]-2′-one and 2-(tri-n-butylstannyl)thiazole. The title compound (19 mg) was obtained as a pale solid, m/z 332 (MH+). The reactants are BrC=1C=C2[C@H]3[C@@H](N4C2=C(C1)SCC4)CCN(C3)C(=O)OC(C)(C)C (tert-butyl(6bR,10aS)-5-bromo-1,2,6b,9,10,10a-hexahydropyrido[4,3-b][1,4]thiazino[2,3,4-hi]indole-8(7H)-carboxylate), ClC1=C(C(=CC=C1)F)[Sn](C)(C)C (2-chloro-6-fluorophenyltrimethyl stannane). Product: ClC1=C(C(=CC=C1)F)C=1C=C2[C@H]3[C@@H](N4C2=C(C1)SCC4)CCN(C3)C(=O)OC(C)(C)C (tert-butyl(6bR,10aS)-5-(2-chloro-6-fluorophenyl)-1,2,6b,9,10,10a-hexahydropyrido[4,3-b][1,4]thiazino[2,3,4-hi]indole-8(7H)-carboxylate). Isolated yield 57.4%. As a reaction SMILES: Br[C:2]1[CH:3]=[C:4]2[C:8]3=[C:9]([S:11][CH2:12][CH2:13][N:7]3[C@H:6]3[CH2:14][CH2:15][N:16]([C:18]([O:20][C:21]([CH3:24])([CH3:23])[CH3:22])=[O:19])[CH2:17][C@@H:5]23)[CH:10]=1.[Cl:25][C:26]1[CH:31]=[CH:30][CH:29]=[C:28]([F:32])[C:27]=1[Sn](C)(C)C>>[Cl:25][C:26]1[CH:31]=[CH:30][CH:29]=[C:28]([F:32])[C:27]=1[C:2]1[CH:3]=[C:4]2[C:8]3=[C:9]([S:11][CH2:12][CH2:13][N:7]3[C@H:6]3[CH2:14][CH2:15][N:16]([C:18]([O:20][C:21]([CH3:24])([CH3:22])[CH3:23])=[O:19])[CH2:17][C@@H:5]23)[CH:10]=1. Procedure details: The tert-butyl(6bR,10aS)-5-(2-chloro-6-fluorophenyl)-1,2,6b,9,10,10a-hexahydropyrido[4,3-b][1,4]thiazino[2,3,4-hi]indole-8(7H)-carboxylate (276 mg, 57%) was prepared via coupling tert-butyl(6bR,10aS)-5-bromo-1,2,6b,9,10,10a-hexahydropyrido[4,3-b][1,4]thiazino[2,3,4-hi]indole-8(7H)-carboxylate (1.0 g, 1.043 mmol) with 2-chloro-6-fluorophenyltrimethyl stannane (3.0 g, 3.129 mmol) as illustrated by the general procedure described in Example 447 Step G. 1H NMR (CDCl3, 300 MHz) δ1.44 (s, 9H), 1.83-1....